From a dataset of the Open Reaction Database (ORD), a public repository of structured organic reaction records. describe an organic reaction: reactants, conditions, products, and yield The reactants are FC=1C=CC2=C(C(N(CC=3N2C=NC3C(=O)OCC)C)=O)C1 (ethyl 8-fluoro-5,6-dihydro-5-methyl-6-oxo-4H-imidazo[1,5-a][1,4]benzodiazepine-3-carboxylate), COC1=CC=C(C=C1)P1(SP(S1)(C1=CC=C(C=C1)OC)=S)=S (2,4-bis(p-methoxyphenyl)-1,3,2,4-dithiadiphosphetane-2,4-disulphide). Run in C1(=CC=CC=C1)C (toluene). Run at time 1 hour. Yields the product FC=1C=CC2=C(C(N(CC=3N2C=NC3C(=O)OCC)C)=S)C1 (ethyl 8-fluoro-5,6-dihydro-5-methyl-6-thioxo-4H-imidazo[1,5-a][1,4]benzodiazepine-3-carboxylate). Reaction SMILES: [F:1][C:2]1[CH:3]=[CH:4][C:5]2[N:11]3[CH:12]=[N:13][C:14]([C:15]([O:17][CH2:18][CH3:19])=[O:16])=[C:10]3[CH2:9][N:8]([CH3:20])[C:7](=O)[C:6]=2[CH:22]=1.COC1C=CC(P2(=S)SP(=S)(C3C=CC(OC)=CC=3)[S:32]2)=CC=1>C1(C)C=CC=CC=1>[F:1][C:2]1[CH:3]=[CH:4][C:5]2[N:11]3[CH:12]=[N:13][C:14]([C:15]([O:17][CH2:18][CH3:19])=[O:16])=[C:10]3[CH2:9][N:8]([CH3:20])[C:7](=[S:32])[C:6]=2[CH:22]=1. Reported procedure: 10.7 g (35.3 mmol) of ethyl 8-fluoro-5,6-dihydro-5-methyl-6-oxo-4H-imidazo[1,5-a][1,4]benzodiazepine-3-carboxylate and 7.13 g (17.6 mmol) of 2,4-bis(p-methoxyphenyl)-1,3,2,4-dithiadiphosphetane-2,4-disulphide in 100 ml of toluene are heated to boiling under reflux for 22 hours. The mixture is subsequently concentrated in vacuo until crystallisation begins and is then left to stand in an ice-bath for 1 hour. The crystallised-out material is filtered off under suction and washed with a small amoun... Starting materials: solid, Cl.Cl.Cl.O1CCC=2C(=NC=CC21)N2CCN(CC2)CC[C@@H]2CC[C@H](CC2)N (trans-4-{2-[4-(2,3-dihydrofuro[3,2-c]pyridin-4-yl)-piperazin-1-yl]-ethyl}-cyclohexanamine trihydrochloride), Cl.Cl.Cl.O1CCC=2C(=NC=CC21)N2CCN(CC2)CC[C@@H]2CC[C@H](CC2)N (trans-4-{2-[4-(2,3-dihydrofuro[3,2-c]pyridin-4-yl)-piperazin-1-yl]-ethyl}-cyclohexanamine trihydrochloride), C1(CCC1)CC(=O)O (cyclobutane-acetic acid). The product is C1(CCC1)CC(=O)N[C@@H]1CC[C@H](CC1)CCN1CCN(CC1)C1=NC=CC2=C1CCO2 (trans-2-Cyclobutyl-N-(4-{2-[4-(2,3-dihydro-furo[3,2-c]pyridin-4-yl)-piperazin-1-yl]-ethyl}-cyclohexyl)-acetamide). As a reaction SMILES: Cl.Cl.Cl.[O:4]1[C:12]2[CH:11]=[CH:10][N:9]=[C:8]([N:13]3[CH2:18][CH2:17][N:16]([CH2:19][CH2:20][C@H:21]4[CH2:26][CH2:25][C@H:24]([NH2:27])[CH2:23][CH2:22]4)[CH2:15][CH2:14]3)[C:7]=2[CH2:6][CH2:5]1.[CH:28]1([CH2:32][C:33](O)=[O:34])[CH2:31][CH2:30][CH2:29]1>>[CH:28]1([CH2:32][C:33]([NH:27][C@H:24]2[CH2:25][CH2:26][C@H:21]([CH2:20][CH2:19][N:16]3[CH2:17][CH2:18][N:13]([C:8]4[C:7]5[CH2:6][CH2:5][O:4][C:12]=5[CH:11]=[CH:10][N:9]=4)[CH2:14][CH2:15]3)[CH2:22][CH2:23]2)=[O:34])[CH2:31][CH2:30][CH2:29]1 |f:0.1.2.3|. Reported procedure: The title compound, white solid (81 mg, 76%), MS (ISP) m/z=427.5 [(M+H)+], mp 193° C., was prepared in accordance with the general method of example 32 from trans-4-{2-[4-(2,3-dihydrofuro[3,2-c]pyridin-4-yl)-piperazin-1-yl]-ethyl}-cyclohexanamine trihydrochloride (intermediate C) (110 mg, 0.25 mmol) and cyclobutane-acetic acid.